The task is: describe an organic reaction: reactants, conditions, products, and yield. This data is from the Open Reaction Database (ORD), a public repository of structured organic reaction records. Run at time 8 hour. The product is C(C1=CC=CC=C1)OC([C@H]1N(CCC1)C([C@@H](NC([C@@H](NC(=O)OC(C)(C)C)C)=O)C)=O)=O (Boc-L-alanyl-L-alanyl-L-proline benzyl ester). Yield: 81.1%. Solvent: C(Cl)Cl (methylene chloride), O (water). Starting materials: CN1CCOCC1 (N-methylmorpholine), C(C)ON1C(C(CC2=CC=CC=C12)=C=O)OCC (1-ethoxy-carbonyl-2-ethoxy-1,2-dihydroquinoline), Cl.C(C1=CC=CC=C1)OC([C@H]1N(CCC1)C([C@@H](N)C)=O)=O (L-alanyl-L-proline benzyl ester hydrochloride), C(=O)(OC(C)(C)C)N[C@@H](C)C(=O)O (Boc-L-alanine). Reaction SMILES: Cl.[CH2:2]([O:9][C:10](=[O:21])[C@@H:11]1[CH2:15][CH2:14][CH2:13][N:12]1[C:16](=[O:20])[C@H:17]([CH3:19])[NH2:18])[C:3]1[CH:8]=[CH:7][CH:6]=[CH:5][CH:4]=1.CN1CCOCC1.[C:29]([NH:36][C@H:37]([C:39](O)=[O:40])[CH3:38])([O:31][C:32]([CH3:35])([CH3:34])[CH3:33])=[O:30].C(ON1C2C(=CC=CC=2)CC(=C=O)C1OCC)C>C(Cl)Cl.O>[CH2:2]([O:9][C:10](=[O:21])[C@@H:11]1[CH2:15][CH2:14][CH2:13][N:12]1[C:16](=[O:20])[C@H:17]([CH3:19])[NH:18][C:39](=[O:40])[C@H:37]([CH3:38])[NH:36][C:29]([O:31][C:32]([CH3:34])([CH3:33])[CH3:35])=[O:30])[C:3]1[CH:8]=[CH:7][CH:6]=[CH:5][CH:4]=1 |f:0.1|. Procedure details: L-alanyl-L-proline benzyl ester hydrochloride (13.0 g, 41.6 mmol) was dissolved in methylene chloride (650 ml) under an argon atmosphere in a flask fitted with an over-head stirrer. N-methylmorpholine (4.8 ml, 43.6 mmol) was syringed into the solution and, after 5 minutes, Boc-L-alanine (7.9 g, 41.6 mmol) was added followed by 1-ethoxy-carbonyl-2-ethoxy-1,2-dihydroquinoline (11.8 g, 47.8 mmol). The resulting solution was stirred at room temperature overnight. The reaction mixture was poured into... The reactants are CCc1cc(Br)ccc1CBr, CNC, CO. The product is CCc1cc(Br)ccc1CN(C)C. RXN SMILES: [Br:1][c:2]1[cH:3][c:4]([CH2:10][CH3:11])[c:5]([CH2:8][Br:9])[cH:6][cH:7]1.[CH3:12][NH:13][CH3:14].[CH3:15][OH:16]>>[Br:1][c:2]1[cH:3][c:4]([CH2:10][CH3:11])[c:5]([CH2:8][N:13]([CH3:12])[CH3:14])[cH:6][cH:7]1. Starting materials: [N+](=O)([O-])C1=C2C(C3CC(=C(CC3C(C2=CC=C1)=O)C)C)=O (5-nitro-2,3-dimethyl-1,4,4a,9a-tetrahydroanthraquinone), O (water), C([O-])([O-])=O.[K+].[K+] (potassium carbonate). Run in COCCO (methylcellosolve). Run at temperature 60 celsius, time 1 hour. Yields the product ONC1=C2C(C=3C=C(C(=CC3C(C2=CC=C1)=O)C)C)=O (5-hydroxylamino-2,3-dimethylanthraquinone). Reaction SMILES: [N+:1]([C:4]1[CH:17]=[CH:16][CH:15]=[C:14]2[C:5]=1[C:6](=[O:21])[CH:7]1[CH:12]([C:13]2=[O:18])[CH2:11][C:10]([CH3:19])=[C:9]([CH3:20])[CH2:8]1)([O-])=[O:2].O.C(=O)([O-])[O-].[K+].[K+]>COCCO>[OH:2][NH:1][C:4]1[CH:17]=[CH:16][CH:15]=[C:14]2[C:5]=1[C:6](=[O:21])[C:7]1[CH:8]=[C:9]([CH3:20])[C:10]([CH3:19])=[CH:11][C:12]=1[C:13]2=[O:18] |f:2.3.4|. Procedure details: A mixture of 5.0 parts of 5-nitro-2,3-dimethyl-1,4,4a,9a-tetrahydroanthraquinone with 50 parts of water, 50 parts of methylcellosolve and 0.05 parts of potassium carbonate was stirred at 60°C for 1 hour, then cooled to 20°C and filtered to recover crystals. The crystals were washed with water and dried under reduced pressure to obtain 4.5 parts of 5-hydroxylamino-2,3-dimethylanthraquinone. Reactants: C, Cc1cc2ncn(Cc3ccc([N+](=O)[O-])cc3)c2cc1C, CCO, C1CCOC1, [Pd]. Product: Cc1cc2ncn(Cc3ccc(N)cc3)c2cc1C. As a reaction SMILES: [C:25].[CH3:1][c:2]1[cH:3][c:4]2[c:5]([n:6]([CH2:9][c:10]3[cH:11][cH:12][c:13]([N+:16]([O-:17])=[O:18])[cH:14][cH:15]3)[cH:7][n:8]2)[cH:19][c:20]1[CH3:21].[CH3:22][CH2:23][OH:24].[O:27]1[CH2:28][CH2:29][CH2:30][CH2:31]1.[Pd:26]>>[CH3:1][c:2]1[cH:3][c:4]2[c:5]([n:6]([CH2:9][c:10]3[cH:11][cH:12][c:13]([NH2:16])[cH:14][cH:15]3)[cH:7][n:8]2)[cH:19][c:20]1[CH3:21]. Starting materials: C([O-])([O-])=O.[K+].[K+] (potassium carbonate), ClC1C(CCC1)=O (2-chlorocyclopentanone), OC=1C=C(C(=O)OC)C=CC1OC (methyl 3-hydroxy-4-methoxybenzoate). The solvent is CN(C)C=O (DMF). Reaction conditions: temperature 60 celsius, time 3 hour. Yields the product COC1=C(C=C(C(=O)OC)C=C1)OC1C(CCC1)=O (Methyl 4-methoxy-3-(2-oxocyclopentyloxy)benzoate). RXN SMILES: [OH:1][C:2]1[CH:3]=[C:4]([CH:9]=[CH:10][C:11]=1[O:12][CH3:13])[C:5]([O:7][CH3:8])=[O:6].C(=O)([O-])[O-].[K+].[K+].Cl[CH:21]1[CH2:25][CH2:24][CH2:23][C:22]1=[O:26]>CN(C=O)C>[CH3:13][O:12][C:11]1[CH:10]=[CH:9][C:4]([C:5]([O:7][CH3:8])=[O:6])=[CH:3][C:2]=1[O:1][CH:21]1[CH2:25][CH2:24][CH2:23][C:22]1=[O:26] |f:1.2.3|. Procedure details: 23.8 g of methyl 3-hydroxy-4-methoxybenzoate are dissolved in 200 ml of anhydrous DMF and the solution is treated with 35 g of potassium carbonate (ground) and 13 ml of 2-chlorocyclopentanone. The mixture is stirred at 60° C. for 3 h, then the solid is filtered off and the filtrate is concentrated in vacuo. The residue is chromatographed on a silica gel column using ethyl acetate/petroleum ether (4:6). The chromatographically pure fractions are combined, concentrated and dried in a high vacuum. ... The reactants are CC(C)(C)C(=O)CBr, O=C([O-])[O-], CC(C)=O, Cl, O=C(NCc1ccc(O)cc1)C(F)(F)F, [I-], [K+], [K+], [K+]. Yields the product CC(C)(C)C(=O)COc1ccc(CNC(=O)C(F)(F)F)cc1. Reaction SMILES: [Br:16][CH2:17][C:18]([C:19]([CH3:20])([CH3:21])[CH3:22])=[O:23].[C:24](=[O:25])([O-:26])[O-:27].[CH3:33][C:34](=[O:35])[CH3:36].[ClH:32].[F:1][C:2]([C:3](=[O:4])[NH:5][CH2:6][c:7]1[cH:8][cH:9][c:10]([OH:13])[cH:11][cH:12]1)([F:14])[F:15].[I-:31].[K+:28].[K+:29].[K+:30]>>[F:1][C:2]([C:3](=[O:4])[NH:5][CH2:6][c:7]1[cH:8][cH:9][c:10]([O:13][CH2:17][C:18]([C:19]([CH3:20])([CH3:21])[CH3:22])=[O:23])[cH:11][cH:12]1)([F:14])[F:15]. Starting materials: COC(=O)C1C(=O)c2cc(OCc3ccccc3)ccc2C1c1ccc2c(c1)OCO2, N#CC1=C(C#N)C(=O)C(Cl)=C(Cl)C1=O, c1ccccc1. The product is COC(=O)C1=C(c2ccc3c(c2)OCO3)c2ccc(OCc3ccccc3)cc2C1=O. RXN SMILES: [CH2:1]([c:2]1[cH:3][cH:4][cH:5][cH:6][cH:7]1)[O:8][c:9]1[cH:10][c:11]2[c:15]([cH:16][cH:17]1)[CH:14]([c:18]1[cH:19][c:20]3[c:21]([cH:22][cH:23]1)[O:24][CH2:25][O:26]3)[CH:13]([C:27](=[O:28])[O:29][CH3:30])[C:12]2=[O:31].[Cl:32][C:33]1=[C:44]([Cl:45])[C:42](=[O:43])[C:39]([C:40]#[N:41])=[C:36]([C:37]#[N:38])[C:34]1=[O:35].[cH:46]1[cH:47][cH:48][cH:49][cH:50][cH:51]1>>[CH2:1]([c:2]1[cH:3][cH:4][cH:5][cH:6][cH:7]1)[O:8][c:9]1[cH:10][c:11]2[c:15]([cH:16][cH:17]1)[C:14]([c:18]1[cH:19][c:20]3[c:21]([cH:22][cH:23]1)[O:24][CH2:25][O:26]3)=[C:13]([C:27](=[O:28])[O:29][CH3:30])[C:12]2=[O:31]. The reactants are CCO, COC(=O)c1ccnc(-c2nc(C)no2)c1, [Li+], [OH-]. The product is Cc1noc(-c2cc(C(=O)O)ccn2)n1. As a reaction SMILES: [CH3:19][CH2:20][OH:21].[CH3:3][c:4]1[n:5][o:6][c:7](-[c:9]2[cH:10][c:11]([C:12](=[O:13])[O:14][CH3:15])[cH:16][cH:17][n:18]2)[n:8]1.[Li+:1].[OH-:2]>>[CH3:3][c:4]1[n:5][o:6][c:7](-[c:9]2[cH:10][c:11]([C:12](=[O:13])[OH:14])[cH:16][cH:17][n:18]2)[n:8]1. The reactants are [Cl-].O[NH3+] (hydroxylammonium chloride), C(O)([O-])=O.[Na+] (sodium hydrogencarbonate), CS(=O)C (dimethyl sulfoxide), C(C)C1=CC2=C(N(C(N(C2=O)CC(=O)C2=CC=C(C=C2)OC)=O)CC2=CC(=C(C=C2)C=2C(=CC=CC2)C#N)F)S1 (4′-{[6-ethyl-3-[2-(4-methoxyphenyl)-2-oxoethyl]-2,4-dioxo-3,4-dihydrothieno[2,3-d]pyrimidin-1(2H)-yl]methyl}-2′-fluorobiphenyl-2-carbonitrile). Solvent: C(Cl)(Cl)Cl (chloroform). Reaction conditions: temperature 40 celsius, time 30 minute. Product: C(C)C1=CC2=C(N(C(N(C2=O)CC(=O)C2=CC=C(C=C2)OC)=O)CC2=CC(=C(C=C2)C2=C(C=CC=C2)C2=NOC(N2)=O)F)S1 (6-ethyl-1-{[2-fluoro-2′-(5-oxo-4,5-dihydro-1,2,4-oxadiazol-3-yl)biphenyl-4-yl]methyl}-3-[2-(4-methoxyphenyl)-2-oxoethyl]thieno[2,3-d]pyrimidine-2,4(1H,3H)-dione). Yield: 15.1%. RXN SMILES: [Cl-].O[NH3+:3].[C:4](=[O:7])([O-])[OH:5].[Na+].CS(C)=O.[CH2:13]([C:15]1[S:52][C:18]2[N:19]([CH2:36][C:37]3[CH:42]=[CH:41][C:40]([C:43]4[C:44]([C:49]#[N:50])=[CH:45][CH:46]=[CH:47][CH:48]=4)=[C:39]([F:51])[CH:38]=3)[C:20](=[O:35])[N:21]([CH2:24][C:25]([C:27]3[CH:32]=[CH:31][C:30]([O:33][CH3:34])=[CH:29][CH:28]=3)=[O:26])[C:22](=[O:23])[C:17]=2[CH:16]=1)[CH3:14]>C(Cl)(Cl)Cl>[CH2:13]([C:15]1[S:52][C:18]2[N:19]([CH2:36][C:37]3[CH:42]=[CH:41][C:40]([C:43]4[CH:48]=[CH:47][CH:46]=[CH:45][C:44]=4[C:49]4[NH:3][C:4](=[O:7])[O:5][N:50]=4)=[C:39]([F:51])[CH:38]=3)[C:20](=[O:35])[N:21]([CH2:24][C:25]([C:27]3[CH:28]=[CH:29][C:30]([O:33][CH3:34])=[CH:31][CH:32]=3)=[O:26])[C:22](=[O:23])[C:17]=2[CH:16]=1)[CH3:14] |f:0.1,2.3|. Procedure details: A mixture of hydroxylammonium chloride (1.8 g), sodium hydrogencarbonate (2.8 g) and dimethyl sulfoxide (40 mL) was stirred at 40° C. for 30 min, 4′-{[6-ethyl-3-[2-(4-methoxyphenyl)-2-oxoethyl]-2,4-dioxo-3,4-dihydrothieno[2,3-d]pyrimidin-1(2H)-yl]methyl}-2′-fluorobiphenyl-2-carbonitrile (1.8 g) was added, and the mixture was stirred at 90° C. for 16 hr. The reaction mixture was diluted with chloroform, washed successively with water and saturated brine, and dried over anhydrous magnesium sulfate...